This data is from the Open Reaction Database (ORD), a public repository of structured organic reaction records. The task is: describe an organic reaction: reactants, conditions, products, and yield Run in CC(=O)C (acetone). Procedure: To a solution of 4.13 g (0.038 mol) of hydroquinone in 80 mL of acetone was added 5.19 g (0.375 mol) of potassium carbonate and 5.0 g (0.038 mol) of 1-bromo-2-butyne. The resulting mixture was heated at 55-60° C. for 8 h and then stirred overnight at room temperature. The reaction mixture was then poured onto ice and extracted with ether. The combined organics were washed with 1N sodium hydroxide solution. The combined aqueous layers were acidified with 1N HCl solution and extracted with dichlor... Reaction conditions: temperature 57.5 celsius, time 8 hour. The product is C(C#CC)OC1=CC=C(C=C1)O (4-But-2-ynyloxy-phenol). The reactants are C1(O)=CC=C(O)C=C1 (hydroquinone), C([O-])([O-])=O.[K+].[K+] (potassium carbonate), BrCC#CC (1-bromo-2-butyne). Reaction SMILES: [C:1]1([CH:8]=[CH:7][C:5]([OH:6])=[CH:4][CH:3]=1)[OH:2].C(=O)([O-])[O-].[K+].[K+].Br[CH2:16][C:17]#[C:18][CH3:19]>CC(C)=O>[CH2:16]([O:2][C:1]1[CH:8]=[CH:7][C:5]([OH:6])=[CH:4][CH:3]=1)[C:17]#[C:18][CH3:19] |f:1.2.3|. The yield is 32.5%. Starting materials: [NH4+].[Cl-] (NH4Cl), CC=1N(C(=C(N1)C(F)(F)F)C=C)CC(=O)OCC (ethyl 2-[2-methyl-4-(trifluoromethyl)-5-vinyl-imidazol-1-yl]acetate), C(C=C)Br (allyl bromide), [Li+].CC(C)[N-]C(C)C (LDA). Solvent: C1CCOC1 (THF). Conditions: temperature -78 celsius, time 15 minute. The product is CC=1N(C(=C(N1)C(F)(F)F)C=C)C(C(=O)OCC)CC=C (ethyl 2-[2-methyl-4-(trifluoromethyl)-5-vinyl-imidazol-1-yl]pent-4-enoate). Isolated yield 14.0%. As a reaction SMILES: [CH3:1][C:2]1[N:3]([CH2:13][C:14]([O:16][CH2:17][CH3:18])=[O:15])[C:4]([CH:11]=[CH2:12])=[C:5]([C:7]([F:10])([F:9])[F:8])[N:6]=1.[Li+].[CH3:20][CH:21]([N-]C(C)C)[CH3:22].C(Br)C=C.[NH4+].[Cl-]>C1COCC1>[CH3:1][C:2]1[N:3]([CH:13]([CH2:22][CH:21]=[CH2:20])[C:14]([O:16][CH2:17][CH3:18])=[O:15])[C:4]([CH:11]=[CH2:12])=[C:5]([C:7]([F:8])([F:9])[F:10])[N:6]=1 |f:1.2,4.5|. Reported procedure: To a cooled (−78° C.) solution of ethyl 2-[2-methyl-4-(trifluoromethyl)-5-vinyl-imidazol-1-yl]acetate (790 mg, 3.01 mmol) in THF (6 mL) under nitrogen atmosphere was added LDA (2 M, 3 mL, 6.03 mmol) drop wise. After stirring the reaction mixture at −78° C. for 15 min, allyl bromide (521 μL, 6.03 mmol) was added slowly and the reaction mixture was allowed to warm to room temperature and stirred for 2 h. A saturated NH4Cl solution (20 mL) was added to the reaction mixture at 0° C. and the mixture ... Reactants: [H-].[Na+] (sodium hydride), BrCC=CSC(F)(F)F (1-Bromo-3-(trifluoromethylthio)-prop-2-ene), OC1=CC(=CC(=N1)OC1=CC(=NN1C)C(F)(F)F)C (6-Hydroxy-2-(1-methyl-3-trifluoromethylpyrazol-5-yloxy)-4-methylpyridine), [H-].[Na+] (sodium hydride), CN1C(CCC1)=O (N-methylpyrrolidone). Solvent: CCCCC.C(C)(=O)OCC (pentane ethyl acetate), CN(C)C=O (DMF). Conditions: temperature 120 celsius, time 6 hour. Yields the product CN1N=C(C=C1OC1=NC(=CC(=C1)C)OCC=CSC(F)(F)F)C(F)(F)F (2-(1-Methyl-3-trifluoromethylpyrazol-5-yloxy)-4-methyl-6-(3-trifluoromethylthioprop-2-enyloxy)pyridine). Yield: 18.4%. Reaction SMILES: Br[CH2:2][CH:3]=[CH:4][S:5][C:6]([F:9])([F:8])[F:7].[OH:10][C:11]1[N:16]=[C:15]([O:17][C:18]2[N:22]([CH3:23])[N:21]=[C:20]([C:24]([F:27])([F:26])[F:25])[CH:19]=2)[CH:14]=[C:13]([CH3:28])[CH:12]=1.[H-].[Na+].CN1CCCC1=O>CCCCC.C(OCC)(=O)C.CN(C=O)C>[CH3:23][N:22]1[C:18]([O:17][C:15]2[CH:14]=[C:13]([CH3:28])[CH:12]=[C:11]([O:10][CH2:2][CH:3]=[CH:4][S:5][C:6]([F:9])([F:8])[F:7])[N:16]=2)=[CH:19][C:20]([C:24]([F:27])([F:26])[F:25])=[N:21]1 |f:2.3,5.6|. Reported procedure: 1-Bromo-3-(trifluoromethylthio)-prop-2-ene (1.05 g, Example B) is added to a mixture of 1A (1.08 g), sodium hydride (60% in oil, 0.18 g) and N-methylpyrrolidone (20 ml) and DMF (1 ml). The reaction mixture is stirred for 6 hours at 120° C. The remaining sodium hydride is deactivated and the resulting mixture is diluted with pentane/ethyl acetate (by volume ration 1/1) and filtered through a bed of silica gel. The filtrate is washed with water. The organic layer is dried with anhydrous magnesium ...